From a dataset of the Open Reaction Database (ORD), a public repository of structured organic reaction records. describe an organic reaction: reactants, conditions, products, and yield Reactants: CN(C(OC(C)(C)C)=O)C1CCNCC1 (tert-butyl methyl(piperidin-4-yl)carbamate), N1(CCCCC1)CCC(=O)O (3-(Piperidin-1-yl)propanoic acid), CCN(C(C)C)C(C)C (DIPEA), CCN=C=NCCCN(C)C (EDCI), C=1C=CC2=C(C1)N=NN2O (HOBT). The solvent is ClCCl (dichloromethane), C(C)(=O)OCC (ethyl acetate). Reaction conditions: temperature 0 celsius, time 15 hour. Yields the product CN(C(OC(C)(C)C)=O)C1CCN(CC1)C(CCN1CCCCC1)=O (tert-Butyl methyl(1-(3-(piperidin-1-yl)propanoyl)piperidin-4-yl)carbamate). Yield: 78.0%. Reaction SMILES: [N:1]1([CH2:7][CH2:8][C:9]([OH:11])=O)[CH2:6][CH2:5][CH2:4][CH2:3][CH2:2]1.CCN(C(C)C)C(C)C.CCN=C=NCCCN(C)C.C1C=CC2N(O)N=NC=2C=1.[CH3:42][N:43]([CH:51]1[CH2:56][CH2:55][NH:54][CH2:53][CH2:52]1)[C:44](=[O:50])[O:45][C:46]([CH3:49])([CH3:48])[CH3:47]>ClCCl.C(OCC)(=O)C>[CH3:42][N:43]([CH:51]1[CH2:52][CH2:53][N:54]([C:9](=[O:11])[CH2:8][CH2:7][N:1]2[CH2:2][CH2:3][CH2:4][CH2:5][CH2:6]2)[CH2:55][CH2:56]1)[C:44](=[O:50])[O:45][C:46]([CH3:49])([CH3:47])[CH3:48]. Procedure details: 3-(Piperidin-1-yl)propanoic acid (3.183 mmol, 1.0 eq) was dissolved in dichloromethane (40 ml) and DIPEA (7.958 mmol, 2.5 eq) and cooled to 0° C.; EDCI (3.82 mmol, 1.2 eq) and HOBT (0.637 mmol, 0.2 eq) were added and stirring was carried out for 15 hours at RT. The mixture was then cooled to 0° C. again, tert-butyl methyl(piperidin-4-yl)carbamate (3.183 mmol, 1.0 eq) was added, and the reaction mixture was stirred for 16 hours at RT. Then the reaction mixture was diluted with ethyl acetate, wash...